From a dataset of the Open Reaction Database (ORD), a public repository of structured organic reaction records. describe an organic reaction: reactants, conditions, products, and yield Starting materials: CC(C)(C)OC(=O)N(C(=O)OC(C)(C)C)c1cc(CC2C(=O)NC2C(=O)NS(=O)(=O)c2ccc(F)cc2)ccn1, C1CCOC1, CCOC(C)=O, CO. Yields the product CN(C(=O)C1NC(=O)C1Cc1ccnc(N(C(=O)OC(C)(C)C)C(=O)OC(C)(C)C)c1)S(=O)(=O)c1ccc(F)cc1. As a reaction SMILES: [C:1]([CH3:2])([CH3:3])([CH3:4])[O:5][C:6](=[O:7])[N:8]([c:9]1[n:10][cH:11][cH:12][c:13]([CH2:15][CH:16]2[CH:17]([C:21](=[O:22])[NH:23][S:24](=[O:25])(=[O:26])[c:27]3[cH:28][cH:29][c:30]([F:33])[cH:31][cH:32]3)[NH:18][C:19]2=[O:20])[cH:14]1)[C:34](=[O:35])[O:36][C:37]([CH3:38])([CH3:39])[CH3:40].[CH2:41]1[O:42][CH2:43][CH2:44][CH2:45]1.[CH3:46][CH2:47][O:48][C:49](=[O:50])[CH3:51].[CH3:52][OH:53]>>[C:1]([CH3:2])([CH3:3])([CH3:4])[O:5][C:6](=[O:7])[N:8]([c:9]1[n:10][cH:11][cH:12][c:13]([CH2:15][CH:16]2[CH:17]([C:21](=[O:22])[N:23]([S:24](=[O:25])(=[O:26])[c:27]3[cH:28][cH:29][c:30]([F:33])[cH:31][cH:32]3)[CH3:41])[NH:18][C:19]2=[O:20])[cH:14]1)[C:34](=[O:35])[O:36][C:37]([CH3:38])([CH3:39])[CH3:40].